Dataset: the Open Reaction Database (ORD), a public repository of structured organic reaction records. Task: describe an organic reaction: reactants, conditions, products, and yield Reported procedure: A mixture of the crude product from step (i) and guanidine (16 g) in EtOH (350 ml) was heated under reflux for 5 h. The mixture was cooled, neutralised with acetic acid, and the solid filtered and dried, 22.1 g. Run in CCO (EtOH). Yields the product NC1=NC(=C(C(=N1)O)CC1=CC=C(C=C1)CC#N)C (2-(4-((2-Amino-4-hydroxy-6-methylpyrimidin-5-yl)methyl)phenyl)acetonitrile). Reaction SMILES: [C:1]([CH2:3][C:4]1[CH:18]=[CH:17][C:7]([CH2:8][CH:9]([C:14](=O)[CH3:15])[C:10](OC)=[O:11])=[CH:6][CH:5]=1)#[N:2].[NH2:19][C:20]([NH2:22])=[NH:21].C(O)(=O)C>CCO>[NH2:22][C:20]1[N:21]=[C:10]([OH:11])[C:9]([CH2:8][C:7]2[CH:17]=[CH:18][C:4]([CH2:3][C:1]#[N:2])=[CH:5][CH:6]=2)=[C:14]([CH3:15])[N:19]=1. Starting materials: C(#N)CC1=CC=C(CC(C(=O)OC)C(C)=O)C=C1 (Methyl 2-(4-(cyanomethyl)benzyl)-3-oxobutanoate), NC(=N)N (guanidine), C(C)(=O)O (acetic acid). Starting materials: CCO, CCOC(C)=O, O=[N+]([O-])c1ccc(F)c(-c2ccncc2)c1, O=[Pt]=O. The product is Nc1ccc(F)c(-c2ccncc2)c1. As a reaction SMILES: [CH3:17][CH2:18][OH:19].[CH3:20][CH2:21][O:22][C:23](=[O:24])[CH3:25].[F:1][c:2]1[c:3](-[c:11]2[cH:12][cH:13][n:14][cH:15][cH:16]2)[cH:4][c:5]([N+:8]([O-:9])=[O:10])[cH:6][cH:7]1.[Pt:26](=[O:27])=[O:28]>>[F:1][c:2]1[c:3](-[c:11]2[cH:12][cH:13][n:14][cH:15][cH:16]2)[cH:4][c:5]([NH2:8])[cH:6][cH:7]1.